Dataset: the Open Reaction Database (ORD), a public repository of structured organic reaction records. Task: describe an organic reaction: reactants, conditions, products, and yield Reactants: COC1=C(C#N)C=CC(=C1)OC (2,4-Dimethoxybenzonitrile), B(Cl)(Cl)Cl (boron trichloride). The product is OC1=C(C#N)C=CC(=C1)O (2,4-dihydroxybenzonitrile). As a reaction SMILES: C[O:2][C:3]1[CH:10]=[C:9]([O:11]C)[CH:8]=[CH:7][C:4]=1[C:5]#[N:6].B(Cl)(Cl)Cl>>[OH:2][C:3]1[CH:10]=[C:9]([OH:11])[CH:8]=[CH:7][C:4]=1[C:5]#[N:6]. Reported procedure: 2,4-Dimethoxybenzoic acid is reacted with hydroxylamine to form 2,4-dimethoxybenzaldoxime. 2,4-Dimethoxybenzaldoxime is reacted with diphosphorus pentoxide to form 2,4-dimethoxybenzonitrile. 2,4-Dimethoxybenzonitrile is reacted with boron trichloride to form 2,4-dihydroxybenzonitrile. Reactants: CC(C)(C)NS(=O)(=O)C1=C(N(C=C1)C)C(=O)N(C)C (3-[[(1,1-dimethylethyl)amino]sulfonyl]-N,N,1-trimethyl-1H-pyrrole-2-carboxamide), C(=O)(C(F)(F)F)O (TFA). The solvent is C(Cl)Cl (methylene chloride). Run at time 16 hour. The product is NS(=O)(=O)C1=C(N(C=C1)C)C(=O)N(C)C (3 -(Aminosulfonyl)-N,N,1-trimethyl-1H-pyrrole-2-carboxamide). The yield is 92.9%. As a reaction SMILES: CC([NH:5][S:6]([C:9]1[CH:13]=[CH:12][N:11]([CH3:14])[C:10]=1[C:15]([N:17]([CH3:19])[CH3:18])=[O:16])(=[O:8])=[O:7])(C)C.C(O)(C(F)(F)F)=O>C(Cl)Cl>[NH2:5][S:6]([C:9]1[CH:13]=[CH:12][N:11]([CH3:14])[C:10]=1[C:15]([N:17]([CH3:19])[CH3:18])=[O:16])(=[O:8])=[O:7]. Procedure details: To a solution of 5.63 g of 3-[[(1,1-dimethylethyl)amino]sulfonyl]-N,N,1-trimethyl-1H-pyrrole-2-carboxamide in 75 mL of methylene chloride was added 75 mL of TFA. The reaction mixture was allowed to stir at room temperature overnight ca. 16 hours. The reaction mixture was concentrated in vacuo. Three portions of diethyl ether were added to the residue and removed by evaporation to remove residual TFA, affording 4.21 g of the title compound as a gray solid, m.p. 185°-190.5° C. Starting materials: O=C1CCC(=O)N1Br, Cc1nc(Br)ccc1F, ClCCl, CC(C)(C#N)N=NC(C)(C)C#N. The product is Fc1ccc(Br)nc1CBr. RXN SMILES: [Br:10][N:11]1[C:12](=[O:13])[CH2:14][CH2:15][C:16]1=[O:17].[Br:1][c:2]1[cH:3][cH:4][c:5]([F:9])[c:6]([CH3:8])[n:7]1.[Cl:30][CH2:31][Cl:32].[N:18]([C:19]([CH3:20])([CH3:21])[C:22]#[N:23])=[N:24][C:25]([CH3:26])([CH3:27])[C:28]#[N:29]>>[Br:1][c:2]1[cH:3][cH:4][c:5]([F:9])[c:6]([CH2:8][Br:10])[n:7]1. Reactants: CC1=COC2=C1C=C(C(=C2)N2C=CC=C2)C (3,5-dimethyl-6-(pyrrol-1-yl)-benzofuran). The reagents and catalysts are [Pd] (palladium on carbon), [Pd] (palladium on carbon). Run in O1CCOCC1 (dioxane). Product: CC1COC2=C1C=C(C(=C2)N2C=CC=C2)C (3,5-dimethyl-6-(pyrrol-1-yl)-2,3-dihydrobenzofuran). Reaction SMILES: [CH3:1][C:2]1[C:6]2[CH:7]=[C:8]([CH3:16])[C:9]([N:11]3[CH:15]=[CH:14][CH:13]=[CH:12]3)=[CH:10][C:5]=2[O:4][CH:3]=1>[Pd].O1CCOCC1>[CH3:1][CH:2]1[C:6]2[CH:7]=[C:8]([CH3:16])[C:9]([N:11]3[CH:15]=[CH:14][CH:13]=[CH:12]3)=[CH:10][C:5]=2[O:4][CH2:3]1. Reported procedure: A mixture of 8 g (37.9 mmole) of 3,5-dimethyl-6-(pyrrol-1-yl)-benzofuran, 1.6 g of 5% palladium on carbon and 80 ml of dioxane is hydrogenated at 35° and a pressure of 4 bar. To complete the reaction, 0.8 g, each time, of 5% palladium on carbon is added a further three times during hydrogenation. After a total of 100 hours, the catalyst is filtered off and the filtrate is concentrated by evaporation in vacuo. Chromatography of the residue over silica gel (petroleum ether/methylene chloride) and ... Starting materials: [N+](=[N-])=C (diazomethane), C(C1=CC=CC=C1)[C@H]1[C@@H](C(N1[Si](C)(C)C(C)(C)C)=O)O (4(S)-benzyl-1-(tert-butyldimethyl-silyl)-3(S)-hydroxyazetidin-2-one), [N+](=[N-])=C (diazomethane). Solvent: CCOCC (Et2O), CCOCC (Et2O). Run at time 15 minute. Yields the product C(C1=CC=CC=C1)[C@H]1[C@@H](C(N1[Si](C)(C)C(C)(C)C)=O)OC (4(S)-benzyl-1-(tert-butyl-dimethylsilyl)-3(S)-methoxyazetidin-2-one). Yield: 99.0%. Reaction SMILES: [CH2:1]([C@@H:8]1[N:11]([Si:12]([C:15]([CH3:18])([CH3:17])[CH3:16])([CH3:14])[CH3:13])[C:10](=[O:19])[C@H:9]1[OH:20])[C:2]1[CH:7]=[CH:6][CH:5]=[CH:4][CH:3]=1.[N+](=[CH2:23])=[N-]>CCOCC>[CH2:1]([C@@H:8]1[N:11]([Si:12]([C:15]([CH3:17])([CH3:16])[CH3:18])([CH3:13])[CH3:14])[C:10](=[O:19])[C@H:9]1[O:20][CH3:23])[C:2]1[CH:7]=[CH:6][CH:5]=[CH:4][CH:3]=1. Reported procedure: To a solution of 4(S)-benzyl-1-(tert-butyldimethyl-silyl)-3(S)-hydroxyazetidin-2-one (150 mg, 0.51 mmol) in Et2O (70 mL) at 0° was added silica gel (40-60 μm, 9 g). The vigorously stirred mixture was treated with diazomethane in Et2O (50 mL, 0.3-0.5 M solution). Once the yellow color had almost disappeared after about 15 min, additional diazomethane solution (20 mL) was added. This procedure was repeated several times until no more starting material could be detected on TLC (about 1.5 h). The re...